From a dataset of the Open Reaction Database (ORD), a public repository of structured organic reaction records. describe an organic reaction: reactants, conditions, products, and yield Starting materials: FC(F)(F)[Si](C)(C)C ((trifluoromethyl)trimethylsilane), C(=O)([O-])[O-].[Na+].[Na+] (Na2CO3), F.[K] (Potassium hydrogen fluoride), BrC1=CC=C(C=NC2CC2)C=C1 (N-(4-bromobenzylidene)-cyclopropanamine), C(=O)(C(F)(F)F)O (TFA). Run in O (water), CCOC(=O)C.CCCCCC (EtOAc Hexane), C(C)#N (acetonitrile). Reaction conditions: temperature 0 celsius, time 5 minute. The product is BrC1=CC=C(C=C1)C(C(F)(F)F)NC1CC1 (N-(1-(4-bromophenyl)-2,2,2-trifluoroethyl)cyclopropanamine). Reaction SMILES: F.[K].[Br:3][C:4]1[CH:14]=[CH:13][C:7]([CH:8]=[N:9][CH:10]2[CH2:12][CH2:11]2)=[CH:6][CH:5]=1.C(O)([C:17]([F:20])([F:19])[F:18])=O.FC([Si](C)(C)C)(F)F.C([O-])([O-])=O.[Na+].[Na+]>C(#N)C.O.CCOC(C)=O.CCCCCC>[Br:3][C:4]1[CH:5]=[CH:6][C:7]([CH:8]([NH:9][CH:10]2[CH2:11][CH2:12]2)[C:17]([F:20])([F:19])[F:18])=[CH:13][CH:14]=1 |f:0.1,5.6.7,10.11,^1:1|. Reported procedure: Potassium hydrogen fluoride (0.697 g, 8.92 mmol) and N-(4-bromobenzylidene)-cyclopropanamine (2 g, 8.92 mmol) were dissolved in acetonitrile (17.85 ml) and cooled to 0° C. TFA (1.031 ml, 13.39 mmol) was added and the reaction was stirred for 5 min. Then (trifluoromethyl)trimethylsilane (2.64 ml, 17.85 mmol) was added and the reaction was allowed to stir at rt overnight. Saturated Na2CO3 was added to the reaction mixture and the reaction stirred 5 min, then diluted with water and EtOAc/Hexane (1:... Starting materials: N(=O)[O-].[Na+] (sodium nitrite), NC1=CC=C(C=C1)S(=O)(=O)CCCCCCO ((4-Aminophenyl)-(6-hydroxyhexyl)sulfone), CN(C1=CC=CC=C1)CCCCCC(=O)OCCCC (Butyl 6-(N-methyl-N-phenylamino)hexanoate). Run in O (water), Cl (HCl). Conditions: temperature 0 celsius, time 15 minute. The product is C(CCC)OC(=O)CCCCCN(C)C1=CC=C(C=C1)N=NC1=CC=C(C=C1)S(=O)(=O)CCCCCCO (4'-{N-[5-(Butoxycarbonyl)pentyl]-N-methylamino}-4-(6-hydroxyhexyl)sulfonylazobenzene). Isolated yield 53.0%. As a reaction SMILES: [NH2:1][C:2]1[CH:7]=[CH:6][C:5]([S:8]([CH2:11][CH2:12][CH2:13][CH2:14][CH2:15][CH2:16][OH:17])(=[O:10])=[O:9])=[CH:4][CH:3]=1.[N:18]([O-])=O.[Na+].[CH3:22][N:23]([CH2:30][CH2:31][CH2:32][CH2:33][CH2:34][C:35]([O:37][CH2:38][CH2:39][CH2:40][CH3:41])=[O:36])[C:24]1[CH:29]=[CH:28][CH:27]=[CH:26][CH:25]=1>Cl.O>[CH2:38]([O:37][C:35]([CH2:34][CH2:33][CH2:32][CH2:31][CH2:30][N:23]([C:24]1[CH:29]=[CH:28][C:27]([N:18]=[N:1][C:2]2[CH:3]=[CH:4][C:5]([S:8]([CH2:11][CH2:12][CH2:13][CH2:14][CH2:15][CH2:16][OH:17])(=[O:10])=[O:9])=[CH:6][CH:7]=2)=[CH:26][CH:25]=1)[CH3:22])=[O:36])[CH2:39][CH2:40][CH3:41] |f:1.2|. Procedure details: A stirred suspension of (4-aminophenyl)-(6-hydroxyhexyl)sulfone (Example 5, 7.2 g, 28 mmol) in 60 mL of 10% HCl was cooled to 0° C. and treated dropwise with 2.1 g (31 mmol) of sodium nitrite in 10 mL of water. The reaction mixture was stirred for 15 minutes and 7.8 g (28 mmol) of butyl N-methyl-N-phenyl-6-aminohexanoate (Example 2) was added slowly. The resulting mixture was gradually warmed to 23° C. and then stirred for 16 hours. The precipitated solid was filtered, washed with water, and air... Starting materials: OCCN1C(=NCC1)C=CCCCCCCCCCCCCCCC (1-(2-hydroxyethyl)-2-heptadecenyl imidazoline), OCCC(CCCCCCC\C=C/CCCCCCCCN)CCO (bis(2-hydroxyethyl)oleylamine), B(O)(O)O (boric acid). The solvent is C1(=CC=CC=C1)C (toluene). Yields the product OCCN1C(=NCC1)C=CCCCCCCCCCCCCCCC.OCCC(CCCCCCC\C=C/CCCCCCCCN)CCO (Bis(2-hydroxyethyl)Oleylamine 1-(2-Hydroxyethyl)-2-Heptadecenyl Imidazoline). As a reaction SMILES: [OH:1][CH2:2][CH2:3][N:4]1[CH2:8][CH2:7][N:6]=[C:5]1[CH:9]=[CH:10][CH2:11][CH2:12][CH2:13][CH2:14][CH2:15][CH2:16][CH2:17][CH2:18][CH2:19][CH2:20][CH2:21][CH2:22][CH2:23][CH2:24][CH3:25].[OH:26][CH2:27][CH2:28][CH:29]([CH2:48][CH2:49][OH:50])[CH2:30][CH2:31][CH2:32][CH2:33][CH2:34][CH2:35][CH2:36]/[CH:37]=[CH:38]\[CH2:39][CH2:40][CH2:41][CH2:42][CH2:43][CH2:44][CH2:45][CH2:46][NH2:47].B(O)(O)O>C1(C)C=CC=CC=1>[OH:1][CH2:2][CH2:3][N:4]1[CH2:8][CH2:7][N:6]=[C:5]1[CH:9]=[CH:10][CH2:11][CH2:12][CH2:13][CH2:14][CH2:15][CH2:16][CH2:17][CH2:18][CH2:19][CH2:20][CH2:21][CH2:22][CH2:23][CH2:24][CH3:25].[OH:26][CH2:27][CH2:28][CH:29]([CH2:48][CH2:49][OH:50])[CH2:30][CH2:31][CH2:32][CH2:33][CH2:34][CH2:35][CH2:36]/[CH:37]=[CH:38]\[CH2:39][CH2:40][CH2:41][CH2:42][CH2:43][CH2:44][CH2:45][CH2:46][NH2:47] |f:4.5|. Reported procedure: Approximately 170 g of 1-(2-hydroxyethyl)-2-heptadecenyl imidazoline, 170 g bis(2-hydroxyethyl)oleylamine, 150 g toluene solvent and 62 g boric acid were heated to reflux in a reactor equipped as described in Example 2. Approximately 47 ml water was removed by azeotropic distillation at temperatures up to 175° C. over a period of about 5 hours. The solvent was removed by azeotropic distillation and the borated product was filtered hot through diatomaceous earth to yield a clean, brown, liquid pr... Reactants: N (ammonia), COS(=O)(=O)OC (Dimethylsulfate), BrC=1C=C(C=CC1O)C1=CC=CC=C1 (3-bromo-[1,1′-biphenyl]-4-ol), [OH-].[Na+] (sodium hydroxide). Run in O (water). Reaction conditions: time 2 hour. The product is BrC=1C=C(C=CC1OC)C1=CC=CC=C1 (3-Bromo-4-methoxy-1,1′-biphenyl). Reaction SMILES: COS([O:6][CH3:7])(=O)=O.[Br:8][C:9]1[CH:10]=[C:11]([C:16]2[CH:21]=[CH:20][CH:19]=[CH:18][CH:17]=2)[CH:12]=[CH:13][C:14]=1O.[OH-].[Na+].N>O>[Br:8][C:9]1[CH:10]=[C:11]([C:16]2[CH:17]=[CH:18][CH:19]=[CH:20][CH:21]=2)[CH:12]=[CH:13][C:14]=1[O:6][CH3:7] |f:2.3|. Reported procedure: Dimethylsulfate (10.3 mL, 109 mmol) was added to a mixture of 3-bromo-[1,1′-biphenyl]-4-ol and sodium hydroxide (8 g, 201 mmol) in water (12.4 mL) at 0° C. After stirring for 2 hours at reflux, ammonia (1.2 mL) was added to the mixture. The solid was filtered and washed with water. The product, 3-bromo-4-methoxy-1,1′-biphenyl, was crystallized from heptane. Starting materials: O=C([O-])[O-], COC(=O)C(C)(Cc1ccc(O)cc1)NC(=O)OC1C2CC3CC(C2)CC1C3, CI, [K+], [K+]. Product: COC(=O)C(C)(Cc1ccc(OC)cc1)NC(=O)OC1C2CC3CC(C2)CC1C3. Reaction SMILES: [C:29](=[O:30])([O-:31])[O-:32].[CH3:1][C:2]([NH:3][C:4](=[O:5])[O:6][CH:7]1[CH:8]2[CH2:9][CH:10]3[CH2:11][CH:12]([CH2:13][CH:14]1[CH2:15]3)[CH2:16]2)([CH2:17][c:18]1[cH:19][cH:20][c:21]([OH:24])[cH:22][cH:23]1)[C:25](=[O:26])[O:27][CH3:28].[I:35][CH3:36].[K+:33].[K+:34]>>[CH3:1][C:2]([NH:3][C:4](=[O:5])[O:6][CH:7]1[CH:8]2[CH2:9][CH:10]3[CH2:11][CH:12]([CH2:13][CH:14]1[CH2:15]3)[CH2:16]2)([CH2:17][c:18]1[cH:19][cH:20][c:21]([O:24][CH3:29])[cH:22][cH:23]1)[C:25](=[O:26])[O:27][CH3:28]. Reactants: N#Cc1cccc(C(=O)Cl)c1, Cc1oc(-c2ccc(F)cc2)nc1COC1CCCC(O)C1, c1ccncc1. The product is Cc1oc(-c2ccc(F)cc2)nc1COC1CCCC(OC(=O)c2cccc(C#N)c2)C1. As a reaction SMILES: [C:23](#[N:24])[c:25]1[cH:26][c:27]([C:28](=[O:29])[Cl:30])[cH:31][cH:32][cH:33]1.[F:1][c:2]1[cH:3][cH:4][c:5](-[c:8]2[o:9][c:10]([CH3:22])[c:11]([CH2:13][O:14][CH:15]3[CH2:16][CH:17]([OH:21])[CH2:18][CH2:19][CH2:20]3)[n:12]2)[cH:6][cH:7]1.[cH:34]1[cH:35][cH:36][n:37][cH:38][cH:39]1>>[F:1][c:2]1[cH:3][cH:4][c:5](-[c:8]2[o:9][c:10]([CH3:22])[c:11]([CH2:13][O:14][CH:15]3[CH2:16][CH:17]([O:21][C:28]([c:27]4[cH:26][c:25]([C:23]#[N:24])[cH:33][cH:32][cH:31]4)=[O:29])[CH2:18][CH2:19][CH2:20]3)[n:12]2)[cH:6][cH:7]1.